This data is from the Open Reaction Database (ORD), a public repository of structured organic reaction records. The task is: describe an organic reaction: reactants, conditions, products, and yield Starting materials: C(CCC)C1=NC=2C(=NC=CC2)N1CC1=CC=C(C=C1)C1=C(SC(=C1)Cl)C1=NN=NN1 (2-butyl-3-[4-[5-chloro-2-(1H-tetrazol-5-yl)-3-thienyl]benzyl]-3H-imidazo[4,5-b]pyridine), [OH-].[K+] (potassium hydroxide). The reagents and catalysts are [Pd] (palladium on carbon). Solvent: CO (methanol). Conditions: time 3 hour. Yields the product C(CCC)C1=NC=2C(=NC=CC2)N1CC1=CC=C(C=C1)C1=C(SC=C1)C1=NN=NN1 (2-butyl-3-[4-[2-(1H-tetrazol-5-yl)-3-thienyl]benzyl]-3H-imidazo[4,5-b]pyridine). Isolated yield 91.6%. Reaction SMILES: [CH2:1]([C:5]1[N:13]([CH2:14][C:15]2[CH:20]=[CH:19][C:18]([C:21]3[CH:25]=[C:24](Cl)[S:23][C:22]=3[C:27]3[NH:31][N:30]=[N:29][N:28]=3)=[CH:17][CH:16]=2)[C:8]2=[N:9][CH:10]=[CH:11][CH:12]=[C:7]2[N:6]=1)[CH2:2][CH2:3][CH3:4].[OH-].[K+]>[Pd].CO>[CH2:1]([C:5]1[N:13]([CH2:14][C:15]2[CH:16]=[CH:17][C:18]([C:21]3[CH:25]=[CH:24][S:23][C:22]=3[C:27]3[NH:31][N:30]=[N:29][N:28]=3)=[CH:19][CH:20]=2)[C:8]2=[N:9][CH:10]=[CH:11][CH:12]=[C:7]2[N:6]=1)[CH2:2][CH2:3][CH3:4] |f:1.2|. Procedure: A mixture of 2-butyl-3-[4-[5-chloro-2-(1H-tetrazol-5-yl)-3-thienyl]benzyl]-3H-imidazo[4,5-b]pyridine (330 mg), 10% palladium on carbon (103 mg), potassium hydroxide (261 mg) and methanol (15 ml) was stirred under hydrogen atmosphere (1 atm) at ambient temperature for 3 hours. The reaction mixture was filtered through cellulose powder and the filtrate was evaporated in vacuo. The residue was dissolved in water and neutralized with 1N hydrochloric acid. The precipitate was collected by vacuum filt... Reactants: ClC1=C(C=C(C(=O)C2=CC=C(C=C2)[N+](=O)[O-])C=C1)[N+](=O)[O-] (4-chloro-3,4'-dinitro benzophenone), [H][H] (hydrogen), [H][H] (hydrogen). Reagents/catalysts: [Pd] (palladium black). The solvent is C1=CC=CC=C1 (benzene). Yields the product Cl (hydrochloric acid), NC=1C=C(C(=O)C2=CC=C(C=C2)N)C=CC1 (3,4'-diamino benzophenone). Reaction SMILES: [Cl:1][C:2]1[CH:18]=[CH:17][C:5]([C:6]([C:8]2[CH:13]=[CH:12][C:11]([N+:14]([O-])=O)=[CH:10][CH:9]=2)=[O:7])=[CH:4][C:3]=1[N+:19]([O-])=O.[H][H]>[Pd].C1C=CC=CC=1>[ClH:1].[NH2:19][C:3]1[CH:4]=[C:5]([CH:17]=[CH:18][CH:2]=1)[C:6]([C:8]1[CH:9]=[CH:10][C:11]([NH2:14])=[CH:12][CH:13]=1)=[O:7]. Procedure details: In a closed glass vessel equipped with a thermometer and a stirrer there are charged 30.7 g (0.1 moles) of 4-chloro-3,4'-dinitro benzophenone, 1 g of palladium black catalyst and 300 ml of benzene. While the mixture being stirred, at 65°-70° C., hydrogen is introduced so that 13.3 l (0.59 moles) of hydrogen is absorbed in the mixture during about nine hours. After there are added 45 g (0.12 moles) of 15% aqueous solution of sodium hydroxide and 2 g of 90% aqueous solution of trioctyl methyl ammo...